Dataset: the Open Reaction Database (ORD), a public repository of structured organic reaction records. Task: describe an organic reaction: reactants, conditions, products, and yield Reactants: O=C(CC(=C(F)F)F)NC(C(=O)OC)=O (Oxo[(3,4,4-trifluoro-3-butenyl)amino]oxoacetic acid, methyl ester), N (ammonia). Solvent: CO (methanol). Yields the product FC(CCNC(C(=O)N)=O)=C(F)F (N-(3,4,4-trifluoro-3-butenyl)ethanediamide). The yield is 68.0%. RXN SMILES: O=[C:2]([NH:9][C:10](=[O:15])[C:11](OC)=[O:12])[CH2:3][C:4]([F:8])=[C:5]([F:7])[F:6].[NH3:16]>CO>[F:8][C:4](=[C:5]([F:7])[F:6])[CH2:3][CH2:2][NH:9][C:10](=[O:15])[C:11]([NH2:16])=[O:12]. Procedure details: A solution of Compound 142 (5.0 g, 0.0237 mole) in methanol (50 mL) is saturated with dry gaseous ammonia at room temperature. The precipitate is filtered, washed with methanol and dried to give 3.16 g of the title compound as a white solid, a 68% yield. m.p. 190°-220° C. Reactants: CO, [H][H], [N-]=[N+]=NCC1OC(n2cnc3c(O)ncnc32)C(O)C1O. Yields the product NCC1OC(n2cnc3c(O)ncnc32)C(O)C1O. As a reaction SMILES: [CH3:24][OH:25].[H:22][H:23].[N:1](=[N+:2]=[N-:3])[CH2:4][CH:5]1[CH:6]([OH:21])[CH:7]([OH:20])[CH:8]([n:10]2[cH:11][n:12][c:13]3[c:14]([OH:15])[n:16][cH:17][n:18][c:19]23)[O:9]1>>[NH2:1][CH2:4][CH:5]1[CH:6]([OH:21])[CH:7]([OH:20])[CH:8]([n:10]2[cH:11][n:12][c:13]3[c:14]([OH:15])[n:16][cH:17][n:18][c:19]23)[O:9]1.